From a dataset of the Open Reaction Database (ORD), a public repository of structured organic reaction records. describe an organic reaction: reactants, conditions, products, and yield Starting materials: BrC=1C=C(C(=NC1)N)OC (5-bromo-3-methoxy-pyridin-2-amine), CN(C=O)C (N,N-dimethylformamide). The reagents and catalysts are [C-]#N.[Zn+2].[C-]#N (zinc (II) cyanide), C=1C=CC(=CC1)[P](C=2C=CC=CC2)(C=3C=CC=CC3)[Pd]([P](C=4C=CC=CC4)(C=5C=CC=CC5)C=6C=CC=CC6)([P](C=7C=CC=CC7)(C=8C=CC=CC8)C=9C=CC=CC9)[P](C=1C=CC=CC1)(C=1C=CC=CC1)C=1C=CC=CC1 (tetrakis(triphenylphosphine)palladium(0)). The solvent is C(C)(=O)OCC (ethyl acetate). Conditions: temperature 100 celsius, time 4 hour. The product is NC1=C(C=C(C=N1)C#N)OC (6-amino-5-methoxy-pyridine-3-carbonitrile). Isolated yield 54.0%. As a reaction SMILES: Br[C:2]1[CH:3]=[C:4]([O:9][CH3:10])[C:5]([NH2:8])=[N:6][CH:7]=1.[CH3:11][N:12](C)C=O>C(OCC)(=O)C.[C-]#N.[Zn+2].[C-]#N.C1C=CC([P]([Pd]([P](C2C=CC=CC=2)(C2C=CC=CC=2)C2C=CC=CC=2)([P](C2C=CC=CC=2)(C2C=CC=CC=2)C2C=CC=CC=2)[P](C2C=CC=CC=2)(C2C=CC=CC=2)C2C=CC=CC=2)(C2C=CC=CC=2)C2C=CC=CC=2)=CC=1>[NH2:8][C:5]1[N:6]=[CH:7][C:2]([C:11]#[N:12])=[CH:3][C:4]=1[O:9][CH3:10] |f:3.4.5,^1:30,32,51,70|. Procedure: To a solution of 5-bromo-3-methoxy-pyridin-2-amine (3.00 g, 14.8 mmol) in N,N-dimethylformamide (55 mL) under a nitrogen atmosphere was added zinc (II) cyanide (2.78 g, 23.6 mmol) and tetrakis(triphenylphosphine)palladium(0) (2.06 g, 1.77 mmol). The reaction mixture was stirred at 100° C. for 4 h. The reaction mixture was diluted with ethyl acetate and washed successively with a saturated solution of ammonium hydroxide and brine. The phases were separated. The organic phases was dried over sodiu... Starting materials: ClC=1C=NC=2N(C1)N=C(C2)C(=O)O (6-chloro-pyrazolo[1,5-a]pyrimidine-2-carboxylic acid), CC1C=2C=CC=NC2CCN1 (5-methyl-5,6,7,8-tetrahydro-[1,6]naphthyridine). Reaction SMILES: [Cl:1][C:2]1[CH:3]=[N:4][C:5]2[N:6]([N:8]=[C:9]([C:11]([OH:13])=O)[CH:10]=2)[CH:7]=1.[CH3:14][CH:15]1[NH:24][CH2:23][CH2:22][C:21]2[N:20]=[CH:19][CH:18]=[CH:17][C:16]1=2>>[Cl:1][C:2]1[CH:3]=[N:4][C:5]2[N:6]([N:8]=[C:9]([C:11]([N:24]3[CH2:23][CH2:22][C:21]4[N:20]=[CH:19][CH:18]=[CH:17][C:16]=4[CH:15]3[CH3:14])=[O:13])[CH:10]=2)[CH:7]=1. Yields the product ClC=1C=NC=2N(C1)N=C(C2)C(=O)N2C(C=1C=CC=NC1CC2)C ((6-Chloro-pyrazolo[1,5-a]pyrimidin-2-yl)-(5-methyl-7,8-dihydro-5H-[1,6]naphthyridin-6-yl)-methanone). Reported procedure: In close analogy to the procedure described in Example 1, 6-chloro-pyrazolo[1,5-a]pyrimidine-2-carboxylic acid is reacted with 5-methyl-5,6,7,8-tetrahydro-[1,6]naphthyridine to provide the title compound in moderate yield.